This data is from the Open Reaction Database (ORD), a public repository of structured organic reaction records. The task is: describe an organic reaction: reactants, conditions, products, and yield Reactants: COC(=O)COc1ccc(C(=O)Nc2ccc(F)cc2)cn1, CCO, CCOC(C)=O, O=S(=O)(O)O. Yields the product CCOC(=O)COc1ccc(C(=O)Nc2ccc(F)cc2)cn1. RXN SMILES: [CH3:1][O:2][C:3]([CH2:4][O:5][c:6]1[n:7][cH:8][c:9]([C:12]([NH:13][c:14]2[cH:15][cH:16][c:17]([F:20])[cH:18][cH:19]2)=[O:21])[cH:10][cH:11]1)=[O:22].[CH3:23][CH2:24][OH:25].[CH3:31][CH2:32][O:33][C:34](=[O:35])[CH3:36].[S:26](=[O:27])(=[O:28])([OH:29])[OH:30]>>[CH2:1]([O:2][C:3]([CH2:4][O:5][c:6]1[n:7][cH:8][c:9]([C:12]([NH:13][c:14]2[cH:15][cH:16][c:17]([F:20])[cH:18][cH:19]2)=[O:21])[cH:10][cH:11]1)=[O:22])[CH3:23]. Reactants: CC(=O)C.OS(=O)(=O)O.O=[Cr](=O)=O (Jones reagent), CC(=C)[C@H]1CC[C@H]2[C@@H]3CC=C4C[C@H](CC[C@]4(C)[C@H]3CC[C@]12C)O (20-methylpregna-5,20-dien-3β-ol). The solvent is CC(=O)C (acetone). Reaction conditions: time 20 minute. Yields the product CC(=C)[C@H]1CC[C@H]2[C@@H]3CC(C4=CC(CC[C@]4(C)[C@H]3CC[C@]12C)=O)=O (20-Methylpregna-4,20-diene-3,6-dione). Yield: 57.4%. Reaction SMILES: CC(C)=[O:3].OS(O)(=O)=O.O=[Cr](=O)=O.[CH3:14][C:15]([C@@H:17]1[C@:34]2([CH3:35])[C@H:20]([C@H:21]3[C@H:31]([CH2:32][CH2:33]2)[C@:29]2([CH3:30])[C:24]([CH2:25][C@@H:26]([OH:36])[CH2:27][CH2:28]2)=[CH:23][CH2:22]3)[CH2:19][CH2:18]1)=[CH2:16]>CC(C)=O>[CH3:16][C:15]([C@@H:17]1[C@:34]2([CH3:35])[C@H:20]([C@H:21]3[C@H:31]([CH2:32][CH2:33]2)[C@:29]2([CH3:30])[C:24](=[CH:25][C:26](=[O:36])[CH2:27][CH2:28]2)[C:23](=[O:3])[CH2:22]3)[CH2:19][CH2:18]1)=[CH2:14] |f:0.1.2|. Reported procedure: Jones reagent (2.67 M, 1.83 ml, 4.89 mmol) was added to a solution of 20-methylpregna-5,20-dien-3β-ol (400.0 mg, 1.272 mmol) in 45 ml of acetone and the reaction was stirred 20 min. After quenching with 2-propanol (0.91 ml) the mixture was poured into 85 ml of water and extracted three times with 40 ml portions of ethyl acetate. The combined organic extracts were washed with 40 ml of saturated sodium bicarbonate+40 ml of brine, dried over magnesium sulfate, and filtered through diatomaceous eart... Starting materials: IC=1N=C(N(C1C)C1=CC(NC=C1)=O)C (4-(4-iodo-2,5-dimethyl-imidazol-1-yl)-1H-pyridin-2-one), C(#C)C1=CC(=CC=C1)C (1-Ethynyl-3-methyl-benzene). Product: CC=1N(C(=C(N1)C#CC=1C=C(C=CC1)C)C)C1=CC(NC=C1)=O (4-(2,5-dimethyl-4-m-tolylethynyl-imidazol-1-yl)-1H-pyridin-2-one). As a reaction SMILES: I[C:2]1[N:3]=[C:4]([CH3:15])[N:5]([C:8]2[CH:13]=[CH:12][NH:11][C:10](=[O:14])[CH:9]=2)[C:6]=1[CH3:7].[C:16]([C:18]1[CH:23]=[CH:22][CH:21]=[C:20]([CH3:24])[CH:19]=1)#[CH:17]>>[CH3:15][C:4]1[N:5]([C:8]2[CH:13]=[CH:12][NH:11][C:10](=[O:14])[CH:9]=2)[C:6]([CH3:7])=[C:2]([C:17]#[C:16][C:18]2[CH:19]=[C:20]([CH3:24])[CH:21]=[CH:22][CH:23]=2)[N:3]=1. Procedure details: The title compound, light brown solid, MS: m/e=304.1 (M+H+), was prepared in accordance with the general method of example 21a from 4-(4-iodo-2,5-dimethyl-imidazol-1-yl)-1H-pyridin-2-one and 1-Ethynyl-3-methyl-benzene. Reactants: esters, FC1=CC=C(C=C1)C(=CC=O)C1=CC=C(C=C1)F (3.3-bis(4-fluorophenyl)-2-propenal), C(=O)(OCC)C=P(C1=CC=CC=C1)(C1=CC=CC=C1)C1=CC=CC=C1 ((carbethoxymethylene)triphenylphosphorane). Run in C(C)O (ethanol). Yields the product C(C)OC(\C=C/C=C(C1=CC=C(C=C1)F)C1=CC=C(C=C1)F)=O ((Z)-5,5-bis(4-fluorophenyl)-2,4-pentadienoic acid ethyl ester), C(C)OC(\C=C\C=C(C1=CC=C(C=C1)F)C1=CC=C(C=C1)F)=O ((E)-5,5-bis(4-fluorophenyl)-2,4-pentadienoic acid ethyl ester). RXN SMILES: [F:1][C:2]1[CH:7]=[CH:6][C:5]([C:8]([C:12]2[CH:17]=[CH:16][C:15]([F:18])=[CH:14][CH:13]=2)=[CH:9][CH:10]=O)=[CH:4][CH:3]=1.[C:19]([CH:24]=P(C1C=CC=CC=1)(C1C=CC=CC=1)C1C=CC=CC=1)([O:21][CH2:22][CH3:23])=[O:20]>C(O)C>[CH2:22]([O:21][C:19](=[O:20])/[CH:24]=[CH:10]\[CH:9]=[C:8]([C:12]1[CH:17]=[CH:16][C:15]([F:18])=[CH:14][CH:13]=1)[C:5]1[CH:6]=[CH:7][C:2]([F:1])=[CH:3][CH:4]=1)[CH3:23].[CH2:22]([O:21][C:19](=[O:20])/[CH:24]=[CH:10]/[CH:9]=[C:8]([C:12]1[CH:17]=[CH:16][C:15]([F:18])=[CH:14][CH:13]=1)[C:5]1[CH:6]=[CH:7][C:2]([F:1])=[CH:3][CH:4]=1)[CH3:23]. Procedure details: As described in Example 99, 3.3-bis(4-fluorophenyl)-2-propenal (9.8 g) was reacted with (carbethoxymethylene)triphenylphosphorane (14.3 g) in ethanol (20 mL) for 30 minutes at ambient temperature. The mixture of esters obtained from the usual work up was purified by HPLC (dichloromethane-hexane; 1:1) to give 2.0 g of the less polar (Z)-5,5-bis(4-fluorophenyl)-2,4-pentadienoic acid ethyl ester as an oil, and 9.3 g of (E)-5,5-bis(4-fluorophenyl)-2,4-pentadienoic acid ethyl ester. A sample of the (...